From a dataset of the Open Reaction Database (ORD), a public repository of structured organic reaction records. describe an organic reaction: reactants, conditions, products, and yield Starting materials: CCOC(=O)CN(Cc1ccccc1)Cc1cccc(OC)c1, CCO, [Na+], [OH-]. Product: COc1cccc(CN(CC(=O)O)Cc2ccccc2)c1. Reaction SMILES: [CH2:1]([CH3:2])[O:3][C:4]([CH2:5][N:6]([CH2:7][c:8]1[cH:9][c:10]([O:14][CH3:15])[cH:11][cH:12][cH:13]1)[CH2:16][c:17]1[cH:18][cH:19][cH:20][cH:21][cH:22]1)=[O:23].[CH3:26][CH2:27][OH:28].[Na+:25].[OH-:24]>>[O:3]=[C:4]([CH2:5][N:6]([CH2:7][c:8]1[cH:9][c:10]([O:14][CH3:15])[cH:11][cH:12][cH:13]1)[CH2:16][c:17]1[cH:18][cH:19][cH:20][cH:21][cH:22]1)[OH:23]. Starting materials: Cl.ClC1=CC2=C(N=C(S2)N2CCN(CC2)CC2=CC(=CC=C2)CCl)C=C1 (6-chloro[4-(3-chloromethylbenzyl)piperazine-1-yl]benzothiazole monohydrochloride), [C-]#N.[Na+] (sodium cyanide), O (water), C(C)(=O)OCC (ethyl acetate). Solvent: CN(C=O)C (N,N-dimethylformamide). Reaction conditions: temperature 40 celsius, time 1.5 hour. Yields the product ClC1=CC2=C(N=C(S2)N2CCN(CC2)CC=2C=C(C=CC2)CC#N)C=C1 ({3-[[4-(6-chlorobenzothiazole-2-yl)piperazine-1-yl]methyl]phenyl}acetonitrile). Reaction SMILES: Cl.[Cl:2][C:3]1[CH:26]=[CH:25][C:6]2[N:7]=[C:8]([N:10]3[CH2:15][CH2:14][N:13]([CH2:16][C:17]4[CH:22]=[CH:21][CH:20]=[C:19]([CH2:23]Cl)[CH:18]=4)[CH2:12][CH2:11]3)[S:9][C:5]=2[CH:4]=1.[C-:27]#[N:28].[Na+].O.C(OCC)(=O)C>CN(C)C=O>[Cl:2][C:3]1[CH:26]=[CH:25][C:6]2[N:7]=[C:8]([N:10]3[CH2:11][CH2:12][N:13]([CH2:16][C:17]4[CH:18]=[C:19]([CH2:23][C:27]#[N:28])[CH:20]=[CH:21][CH:22]=4)[CH2:14][CH2:15]3)[S:9][C:5]=2[CH:4]=1 |f:0.1,2.3|. Procedure details: The mixture of 6-chloro[4-(3-chloromethylbenzyl)piperazine-1-yl]benzothiazole monohydrochloride (0.50 g; 1.27 mmol) and sodium cyanide (0.19 g; 3.82 mmol) in anhydrous N,N-dimethylformamide (5 ml) were stirred at 40° C. for 1.5 hours. After cooling, water and ethyl acetate were added to the reaction solution. The organic layer was separated and washed with brine, dried over anhydrous sodium sulphate, and evaporated under reduced pressure and the percipitate was washed with diisopropyl ether to g... Reactants: CNC (Dimethylamine), C(C)OC(CC1=C(C=CC2=CC(=CC=C12)C=O)Cl)=O ((2-chloro-6-formyl-naphthalen-1-yl)-acetic acid ethyl ester), C(#N)[BH3-].[Na+] (sodium cyanoborohydride), C(C)(=O)O (acetic acid). Solvent: C1CCOC1 (THF), CO (MeOH). Reaction conditions: time 1 hour. Product: C(C)OC(CC1=C(C=CC2=CC(=CC=C12)CN(C)C)Cl)=O ((2-Chloro-6-dimethylaminomethyl-naphthalen-1-yl)-acetic acid ethyl ester). RXN SMILES: [CH3:1][NH:2][CH3:3].[CH2:4]([O:6][C:7](=[O:22])[CH2:8][C:9]1[C:18]2[C:13](=[CH:14][C:15]([CH:19]=O)=[CH:16][CH:17]=2)[CH:12]=[CH:11][C:10]=1[Cl:21])[CH3:5].C([BH3-])#N.[Na+].C(O)(=O)C>C1COCC1.CO>[CH2:4]([O:6][C:7](=[O:22])[CH2:8][C:9]1[C:18]2[C:13](=[CH:14][C:15]([CH2:19][N:2]([CH3:3])[CH3:1])=[CH:16][CH:17]=2)[CH:12]=[CH:11][C:10]=1[Cl:21])[CH3:5] |f:2.3|. Reported procedure: Dimethylamine (5.6 M solution in EtOH, 0.28 ml, 1.53 mmol) is added under an atmosphere of argon to a solution of (2-chloro-6-formyl-naphthalen-1-yl)-acetic acid ethyl ester (284 mg, 1.02 mmol) in THF (10 ml). The mixture is stirred at RT for 18 h, before a solution of sodium cyanoborohydride (78 mg, 1.23 mmol) in MeOH (2 ml) and glacial acetic acid (0.29 ml, 5.13 mmol) are added. After stirring at RT for 1 h, TLC analysis indicates complete consumption of starting material. The reaction mixture... Reaction SMILES: [CH2:1]([CH3:2])[n:3]1[n:4][cH:5][c:6]2[c:7]1[n:8][c:9]([CH2:47][CH3:48])[c:10]([CH2:19][NH:20][C:21](=[O:22])[c:23]1[n:24][c:25]([C:29](=[O:30])[NH:31][CH2:32][c:33]3[cH:34][c:35](-[c:39]4[cH:40][c:41]([CH:45]=[O:46])[cH:42][cH:43][cH:44]4)[cH:36][cH:37][cH:38]3)[cH:26][cH:27][cH:28]1)[c:11]2[NH:12][CH:13]1[CH2:14][CH2:15][O:16][CH2:17][CH2:18]1.[CH3:49][CH:50]1[NH:51][CH:52]([CH3:56])[CH2:53][NH:54][CH2:55]1.[CH3:57][C:58](=[O:59])[OH:60].[CH3:61][S:62]([CH3:63])=[O:64]>>[CH2:1]([CH3:2])[n:3]1[n:4][cH:5][c:6]2[c:7]1[n:8][c:9]([CH2:47][CH3:48])[c:10]([CH2:19][NH:20][C:21](=[O:22])[c:23]1[n:24][c:25]([C:29](=[O:30])[NH:31][CH2:32][c:33]3[cH:34][c:35](-[c:39]4[cH:40][c:41]([CH2:45][N:54]5[CH2:53][CH:52]([CH3:56])[NH:51][CH:50]([CH3:49])[CH2:55]5)[cH:42][cH:43][cH:44]4)[cH:36][cH:37][cH:38]3)[cH:26][cH:27][cH:28]1)[c:11]2[NH:12][CH:13]1[CH2:14][CH2:15][O:16][CH2:17][CH2:18]1. Starting materials: CCc1nc2c(cnn2CC)c(NC2CCOCC2)c1CNC(=O)c1cccc(C(=O)NCc2cccc(-c3cccc(C=O)c3)c2)n1, CC1CNCC(C)N1, CC(=O)O, CS(C)=O. The product is CCc1nc2c(cnn2CC)c(NC2CCOCC2)c1CNC(=O)c1cccc(C(=O)NCc2cccc(-c3cccc(CN4CC(C)NC(C)C4)c3)c2)n1.